Dataset: the Open Reaction Database (ORD), a public repository of structured organic reaction records. Task: describe an organic reaction: reactants, conditions, products, and yield The reactants are ClC=1C=CC(=C(C(=O)OC)C1)[N+](=O)[O-] (methyl 5-chloro-2-nitro-benzoate), [K] (potassium), ClC1=C(C(=CC(=C1)Cl)Cl)O (2,4,6-trichlorophenol). The solvent is CS(=O)C (dimethyl sulfoxide), O (water). The product is [N+](=O)([O-])C1=C(C(=O)OC)C=C(C=C1)OC1=C(C=C(C=C1Cl)Cl)Cl (Methyl 2-nitro-5-(2',4',6'-trichlorophenoxy)benzoate). As a reaction SMILES: Cl[C:2]1[CH:3]=[CH:4][C:5]([N+:12]([O-:14])=[O:13])=[C:6]([CH:11]=1)[C:7]([O:9][CH3:10])=[O:8].[K].[Cl:16][C:17]1[CH:22]=[C:21]([Cl:23])[CH:20]=[C:19]([Cl:24])[C:18]=1[OH:25]>CS(C)=O.O>[N+:12]([C:5]1[CH:4]=[CH:3][C:2]([O:25][C:18]2[C:17]([Cl:16])=[CH:22][C:21]([Cl:23])=[CH:20][C:19]=2[Cl:24])=[CH:11][C:6]=1[C:7]([O:9][CH3:10])=[O:8])([O-:14])=[O:13] |^1:14|. Reported procedure: A stirred solution of methyl 5-chloro-2-nitro-benzoate (17.0 g., 0.079 mole) and the potassium salt of 2,4,6-trichlorophenol (18.6 g., 0.079 mole) in dimethyl sulfoxide (100 ml.) was heated at 90° C. for 17 hours. The cooled reaction mixture was diluted with water (500 ml.) and then extracted with ether (3×100 ml.). The combined ether fractions were washed with 10% sodium hydroxide solution (2×30 ml.) and then with a saturated aqueous chloride solution. The ether solution was dried (Na2SO4) and ... Reactants: O=C(O)CC1CC1, ClCCl, Fc1cc2nc(COc3ccccc3)n(Cc3ccc(OC(F)(F)F)cc3)c2cc1N1CCNCC1. Yields the product O=C(CC1CC1)N1CCN(c2cc3c(cc2F)nc(COc2ccccc2)n3Cc2ccc(OC(F)(F)F)cc2)CC1. RXN SMILES: [CH:1]1([CH2:4][C:5](=[O:6])[OH:7])[CH2:2][CH2:3]1.[Cl:44][CH2:45][Cl:46].[F:8][c:9]1[cH:10][c:11]2[c:12]([n:13]([CH2:24][c:25]3[cH:26][cH:27][c:28]([O:31][C:32]([F:33])([F:34])[F:35])[cH:29][cH:30]3)[c:14]([CH2:16][O:17][c:18]3[cH:19][cH:20][cH:21][cH:22][cH:23]3)[n:15]2)[cH:36][c:37]1[N:38]1[CH2:39][CH2:40][NH:41][CH2:42][CH2:43]1>>[CH:1]1([CH2:4][C:5](=[O:7])[N:41]2[CH2:40][CH2:39][N:38]([c:37]3[c:9]([F:8])[cH:10][c:11]4[c:12]([n:13]([CH2:24][c:25]5[cH:26][cH:27][c:28]([O:31][C:32]([F:33])([F:34])[F:35])[cH:29][cH:30]5)[c:14]([CH2:16][O:17][c:18]5[cH:19][cH:20][cH:21][cH:22][cH:23]5)[n:15]4)[cH:36]3)[CH2:43][CH2:42]2)[CH2:2][CH2:3]1. Starting materials: O=Cc1ccc(C(=O)Nc2ccncc2)cc1, CC(SC(CO)CO)C(O)(Cn1cncn1)c1ccc(F)cc1F, O, Cc1ccc(S(=O)(=O)O)cc1. Product: CC(SC1COC(c2ccc(C(=O)Nc3ccncc3)cc2)OC1)C(O)(Cn1cncn1)c1ccc(F)cc1F. RXN SMILES: [CH:1](=[O:2])[c:3]1[cH:4][cH:5][c:6]([C:7](=[O:8])[NH:9][c:10]2[cH:11][cH:12][n:13][cH:14][cH:15]2)[cH:16][cH:17]1.[F:18][c:19]1[c:20]([C:26]([CH2:27][n:28]2[n:29][cH:30][n:31][cH:32]2)([CH:33]([CH3:34])[S:35][CH:36]([CH2:37][OH:38])[CH2:39][OH:40])[OH:41])[cH:21][cH:22][c:23]([F:25])[cH:24]1.[OH2:42].[c:43]1([CH3:44])[cH:45][cH:46][c:47]([S:48]([OH:49])(=[O:50])=[O:51])[cH:52][cH:53]1>>[CH:1]1([c:3]2[cH:4][cH:5][c:6]([C:7](=[O:8])[NH:9][c:10]3[cH:11][cH:12][n:13][cH:14][cH:15]3)[cH:16][cH:17]2)[O:2][CH2:39][CH:36]([S:35][CH:33]([C:26]([c:20]2[c:19]([F:18])[cH:24][c:23]([F:25])[cH:22][cH:21]2)([CH2:27][n:28]2[n:29][cH:30][n:31][cH:32]2)[OH:41])[CH3:34])[CH2:37][O:38]1. Starting materials: C(#N)C1=CC(=C(C=C1)C=1C=NN(C1O)C1=NC=C(C(=O)O)C=C1)C (6-(4-(4-cyano-2-methylphenyl)-5-hydroxy-1H-pyrazol-1-yl)nicotinic acid), N1(CCCC1)CCCN (3-(pyrrolidin-1-yl)propan-1-amine), C(=O)(C(F)(F)F)O (TFA). The product is C(#N)C1=CC(=C(C=C1)C=1C=NN(C1O)C1=NC=C(C(=O)NCCCN2CCCC2)C=C1)C (6-(4-(4-cyano-2-methylphenyl)-5-hydroxy-1H-pyrazol-1-yl)-N-(3-(pyrrolidin-1-yl)propyl)nicotinamide). RXN SMILES: [C:1]([C:3]1[CH:8]=[CH:7][C:6]([C:9]2[CH:10]=[N:11][N:12]([C:15]3[CH:23]=[CH:22][C:18]([C:19]([OH:21])=O)=[CH:17][N:16]=3)[C:13]=2[OH:14])=[C:5]([CH3:24])[CH:4]=1)#[N:2].[N:25]1([CH2:30][CH2:31][CH2:32][NH2:33])[CH2:29][CH2:28][CH2:27][CH2:26]1.C(O)(C(F)(F)F)=O>>[C:1]([C:3]1[CH:8]=[CH:7][C:6]([C:9]2[CH:10]=[N:11][N:12]([C:15]3[CH:23]=[CH:22][C:18]([C:19]([NH:33][CH2:32][CH2:31][CH2:30][N:25]4[CH2:29][CH2:28][CH2:27][CH2:26]4)=[O:21])=[CH:17][N:16]=3)[C:13]=2[OH:14])=[C:5]([CH3:24])[CH:4]=1)#[N:2]. Procedure details: The title compound was prepared in a manner similar to Example 74 using 6-(4-(4-cyano-2-methylphenyl)-5-hydroxy-1H-pyrazol-1-yl)nicotinic acid and 3-(pyrrolidin-1-yl)propan-1-amine as a TFA salt. 1H NMR (400 MHz, DMSO-d6) δ ppm 1.80-1.96 (m, 4H) 1.97-2.08 (m, 2H) 2.44 (s, 3H) 2.91-3.09 (m, 2H) 3.21 (dt, J=10.36, 5.43 Hz, 2H) 3.38 (q, J=6.40 Hz, 2H) 3.49-3.64 (m, 2H) 7.67 (d, J=7.58 Hz, 1H) 7.74 (s, 2H) 8.03-8.33 (m, 1H) 8.43 (br. s., 2H) 8.85 (br. s., 1H) 8.88-8.98 (m, 1H) 9.50 (br. s., 1H) 12.6... The product is ClC=1C(=NC=C(C1CCN(C(=O)C=1C=NN(C1C(F)(F)F)[C@@H]1C[C@H]([C@H](CC1)C(=O)O)C)CC(C)(C)C)Cl)OC ((1S,2R,4S)-4-(4-((2-(3,5-dichloro-2-methoxy-4-pyridinyl)ethyl)(2,2-dimethylpropyl)carbamoyl)-5-(trifluoromethyl)-1H-pyrazol-1-yl)-2-methylcyclohexanecarboxylic acid). Procedure details: The title compound was prepared from N-(2-(3,5-dichloro-2-methoxypyridin-4-yl)ethyl)-2,2-dimethylpropan-1-amine and 1-((1S,3R,4S)-4-(ethoxycarbonyl)-3-methylcyclohexyl)-5-(trifluoromethyl)-1H-pyrazole-4-carboxylic acid by procedures similar to those described in example 872. MS (ESI) 593.2, 595.1 [M+H]+. Reactants: ClC=1C(=NC=C(C1CCNCC(C)(C)C)Cl)OC (N-(2-(3,5-dichloro-2-methoxypyridin-4-yl)ethyl)-2,2-dimethylpropan-1-amine), C(C)OC(=O)[C@@H]1[C@@H](C[C@H](CC1)N1N=CC(=C1C(F)(F)F)C(=O)O)C (1-((1S,3R,4S)-4-(ethoxycarbonyl)-3-methylcyclohexyl)-5-(trifluoromethyl)-1H-pyrazole-4-carboxylic acid). As a reaction SMILES: [Cl:1][C:2]1[C:3]([O:17][CH3:18])=[N:4][CH:5]=[C:6]([Cl:16])[C:7]=1[CH2:8][CH2:9][NH:10][CH2:11][C:12]([CH3:15])([CH3:14])[CH3:13].C([O:21][C:22]([C@H:24]1[CH2:29][CH2:28][C@H:27]([N:30]2[C:34]([C:35]([F:38])([F:37])[F:36])=[C:33]([C:39](O)=[O:40])[CH:32]=[N:31]2)[CH2:26][C@H:25]1[CH3:42])=[O:23])C>>[Cl:1][C:2]1[C:3]([O:17][CH3:18])=[N:4][CH:5]=[C:6]([Cl:16])[C:7]=1[CH2:8][CH2:9][N:10]([CH2:11][C:12]([CH3:15])([CH3:13])[CH3:14])[C:39]([C:33]1[CH:32]=[N:31][N:30]([C@H:27]2[CH2:28][CH2:29][C@H:24]([C:22]([OH:23])=[O:21])[C@H:25]([CH3:42])[CH2:26]2)[C:34]=1[C:35]([F:38])([F:36])[F:37])=[O:40].